Task: describe an organic reaction: reactants, conditions, products, and yield. Dataset: the Open Reaction Database (ORD), a public repository of structured organic reaction records Reactants: C#CCOC(C)(C)c1cc(CO)no1, ClCCl, O=S(Cl)Cl. The product is C#CCOC(C)(C)c1cc(CCl)no1. Reaction SMILES: [CH3:1][C:2]([CH3:3])([O:4][CH2:5][C:6]#[CH:7])[c:8]1[cH:9][c:10]([CH2:13][OH:14])[n:11][o:12]1.[Cl:19][CH2:20][Cl:21].[S:15]([Cl:16])([Cl:17])=[O:18]>>[CH3:1][C:2]([CH3:3])([O:4][CH2:5][C:6]#[CH:7])[c:8]1[cH:9][c:10]([CH2:13][Cl:17])[n:11][o:12]1. Reactants: CCC(=O)Cl, C1CCOC1, [Li]CCCC, CCCCCC, Clc1ccnc2ccsc12. Product: CCC(=O)c1cc2nccc(Cl)c2s1. As a reaction SMILES: [C:22]([CH2:23][CH3:24])(=[O:25])[Cl:26].[CH2:27]1[O:28][CH2:29][CH2:30][CH2:31]1.[CH3:1][CH2:2][CH2:3][CH2:4][Li:5].[CH3:6][CH2:7][CH2:8][CH2:9][CH2:10][CH3:11].[Cl:12][c:13]1[c:14]2[c:15]([n:16][cH:17][cH:18]1)[cH:19][cH:20][s:21]2>>[Cl:12][c:13]1[c:14]2[c:15]([n:16][cH:17][cH:18]1)[cH:19][c:20]([C:22]([CH2:23][CH3:24])=[O:25])[s:21]2. Reactants: C(C(=C)C)(=O)O (methacrylic acid), C(C=C)(=O)OCC (ethyl acrylate). The product is C(C=C)(=O)OCC (ethyl acrylate), C(C(=C)C)(=O)OC (methyl methacrylate), solids. RXN SMILES: [C:1]([OH:6])(=[O:5])[C:2]([CH3:4])=[CH2:3].[C:7]([O:11][CH2:12][CH3:13])(=[O:10])[CH:8]=[CH2:9]>>[C:7]([O:11][CH2:12][CH3:13])(=[O:10])[CH:8]=[CH2:9].[C:1]([O:6][CH3:7])(=[O:5])[C:2]([CH3:4])=[CH2:3]. Reported procedure: 141 g of a 30 percent dispersion of a copolymer of equal parts of methacrylic acid and ethyl acrylate (42 g of solids) were mixed with 328 g of a 30 percent dispersion of film forming copolymer of ethyl acrylate and methyl methacrylate in a ratio of 2:1 (98 g of solids). A suspension of 70 g of talc in 514 g of water was then added. The mixture had a pH of 5.7. (The film forming copolymer has a Tλmax of 29° C. The minimum film forming temperature of the aqueous dispersion is 8° C.). The reactants are C1OC=2C(=CC3=C(CC(N(N=C3C3=CC=CC=C3)C3=CC=C(C=C3)[N+](=O)[O-])=O)C2)O1 (7,8-methylenedioxy-3-(4-nitrophenyl)-1-phenyl-3,5-dihydro-2,3-benzodiazepin-4(4H)-one), O.NN (hydrazine hydrate). Reagents/catalysts: Cl (HCl), [Ni] (Ni). Solvent: C(C)O (ethanol). Reaction conditions: time 40 minute. Product: NC1=CC=C(C=C1)N1N=C(C2=C(CC1=O)C=C1C(=C2)OCO1)C1=CC=CC=C1 (3-(4-Aminophenyl)-7,8-methylenedioxy-1-phenyl-3,5-dihydro-2,3-benzodiazepin-4(4H)-one). The yield is 65.5%. As a reaction SMILES: [CH2:1]1[O:30][C:4]2=[CH:5][C:6]3[C:12]([C:13]4[CH:18]=[CH:17][CH:16]=[CH:15][CH:14]=4)=[N:11][N:10]([C:19]4[CH:24]=[CH:23][C:22]([N+:25]([O-])=O)=[CH:21][CH:20]=4)[C:9](=[O:28])[CH2:8][C:7]=3[CH:29]=[C:3]2[O:2]1.O.NN>C(O)C.Cl.[Ni]>[NH2:25][C:22]1[CH:23]=[CH:24][C:19]([N:10]2[C:9](=[O:28])[CH2:8][C:7]3[CH:29]=[C:3]4[O:2][CH2:1][O:30][C:4]4=[CH:5][C:6]=3[C:12]([C:13]3[CH:14]=[CH:15][CH:16]=[CH:17][CH:18]=3)=[N:11]2)=[CH:20][CH:21]=1 |f:1.2|. Procedure: To a solution of 7,8-methylenedioxy-3-(4-nitrophenyl)-1-phenyl-3,5-dihydro-2,3-benzodiazepin-4(4H)-one (15 mg, 0.037 mmol) in ethanol (5 mL) was added HCl (conc. 2 drops), hydrazine hydrate (0.3 mL) and Raney Ni (excess) and the reaction was stirred for 40 min. The excess Raney Ni was removed by filtration and the pure product (9 mg, 66%) was obtained by flash chromatography (12.5% acetone in CH2Cl2). 1H NMR (CDCl3) 7.60 (m, 2H), 7.42 (m, 3H), 7.20 (d, J=8.6, 2H), 6.92 (s, 1H), 6.71 (d, J=8.6, 2... Reactants: [OH-].[Na+] (sodium hydroxide), [OH-].C(C1=CC=CC=C1)[N+](C)(C)C (benzyl trimethyl ammonium hydroxide), C(C1=CC=CC=C1)Cl.C(C(C)C)=O (benzyl chloride isobutyraldehyde), C(C)(C)(C)C=1C=C(CCl)C=C(C1O)C(C)(C)C (3,5-di-t-butyl-4-hydroxy benzyl chloride), C(C(C)C)=O (isobutyraldehyde), Cl (hydrochloric acid). The solvent is O (water), C1=CC=CC=C1 (benzene), C1=CC=CC=C1.O (benzene water), C1=CC=CC=C1 (benzene), O (water), C1=CC=CC=C1 (benzene). The product is CC(CO)(CC1=CC(=C(C(=C1)C(C)(C)C)O)C(C)(C)C)C (2,2-di-methyl-3-(3,5-di-t-butyl-4-hydroxyphenyl)propanol). Yield: 103.0%. As a reaction SMILES: [OH-].[Na+].[OH-].C([N+](C)(C)C)C1C=CC=CC=1.[C:15]([C:19]1[CH:20]=[C:21]([CH:24]=[C:25]([C:28]([CH3:31])([CH3:30])[CH3:29])[C:26]=1[OH:27])[CH2:22]Cl)([CH3:18])([CH3:17])[CH3:16].[CH:32](=[O:36])[CH:33]([CH3:35])[CH3:34].C(Cl)C1C=CC=CC=1.C(=O)C(C)C.Cl>C1C=CC=CC=1.O.C1C=CC=CC=1.O>[CH3:34][C:33]([CH3:35])([CH2:22][C:21]1[CH:20]=[C:19]([C:15]([CH3:18])([CH3:17])[CH3:16])[C:26]([OH:27])=[C:25]([C:28]([CH3:31])([CH3:30])[CH3:29])[CH:24]=1)[CH2:32][OH:36] |f:0.1,2.3,6.7,11.12|. Procedure details: A three-neck, three-liter flask equipped with a mechanical stirrer, thermometer and an addition funnel was charged with 80 grams of sodium hydroxide and 80 milliliters of water under a nitrogen atmosphere. The mixture was stirred until dissolved and a mixture of 450 milliliters of benzene and 12.5 milliliters of 40 percent methanolic benzyl trimethyl ammonium hydroxide was added forming a benzene-water mixture. A mixture of 383 grams of 3,5-di-t-butyl-4-hydroxy benzyl chloride and 144 grams of i... The reactants are FC1=C(C=CC(=C1)OS(=O)(=O)C(F)(F)F)C(C(=O)OC)C (methyl 2-[fluoro-4-(trifluoromethyl-sulfonyloxy)phenyl]propionate), CO (methanol), [1,2-bis(diphenylphospino)ethane]-dichloropalladium(II), CCOCC (ether), C[Zn]C (dimethyl zinc). The solvent is O1CCOCC1 (1,4-dioxane), O1CCOCC1 (1,4-dioxane). Product: FC1=C(C=CC(=C1)C)C(C(=O)OC)C (methyl (2-fluoro-4-methylphenyl)propionate). Yield: 69.7%. As a reaction SMILES: [F:1][C:2]1[CH:7]=[C:6](OS(C(F)(F)F)(=O)=O)[CH:5]=[CH:4][C:3]=1[CH:16]([CH3:21])[C:17]([O:19][CH3:20])=[O:18].[CH3:22][Zn]C.CO.CCOCC>O1CCOCC1>[F:1][C:2]1[CH:7]=[C:6]([CH3:22])[CH:5]=[CH:4][C:3]=1[CH:16]([CH3:21])[C:17]([O:19][CH3:20])=[O:18]. Procedure details: To a suspension of [1,2-bis(diphenylphospino)ethane]-dichloropalladium(II) [Pd(dppe)Cl2] (14.1 mg and 1.3 mol %) in dry 1,4-dioxane (3 mL), a solution of compound (18) (0.62 g, 1.9 mmol) in dry 1,4-dioxane (3 mL) was added dropwise under argon gas flow. To this suspension, dimethyl zinc (2M-solution in toluene, 9.0 mL, 2.0 mmol) was slowly added dropwise. After completion of the dropwise addition, the suspension was heated to reflux for 4 hours. After cooling, methanol (0.4 mL) was added thereto... The reactants are C(C)(C)(C)OC(=O)N1N=C(C(=C1)C1=CC=C(C=C1)N1CCN(CC1)C(=O)OC(C)(C)C)N[C@@H](CC(C)C)C(=O)OCC1=CC=C(C=C1)OC (4-methoxybenzyl N-(1-(tert-butoxycarbonyl)4-{4-[4-(tert-butoxycarbonyl)piperazin-1-yl]phenyl}-1H-pyrazol-3-yl)leucinate). Reagents/catalysts: [Pd] (palladium on carbon). The solvent is CCO (EtOH). Reaction conditions: time 8 hour. Yields the product C(C)(C)(C)OC(=O)N1N=C(C(=C1)C1=CC=C(C=C1)N1CCN(CC1)C(=O)OC(C)(C)C)N[C@@H](CC(C)C)C(=O)O (N-(1-(tert-butoxycarbonyl)-4-{4-[4-(tert-butoxycarbonyl)piperazin-1-yl]phenyl}-1H-pyrazol-3-yl)leucine). As a reaction SMILES: [C:1]([O:5][C:6]([N:8]1[CH:12]=[C:11]([C:13]2[CH:18]=[CH:17][C:16]([N:19]3[CH2:24][CH2:23][N:22]([C:25]([O:27][C:28]([CH3:31])([CH3:30])[CH3:29])=[O:26])[CH2:21][CH2:20]3)=[CH:15][CH:14]=2)[C:10]([NH:32][C@H:33]([C:38]([O:40]CC2C=CC(OC)=CC=2)=[O:39])[CH2:34][CH:35]([CH3:37])[CH3:36])=[N:9]1)=[O:7])([CH3:4])([CH3:3])[CH3:2]>CCO.[Pd]>[C:1]([O:5][C:6]([N:8]1[CH:12]=[C:11]([C:13]2[CH:14]=[CH:15][C:16]([N:19]3[CH2:20][CH2:21][N:22]([C:25]([O:27][C:28]([CH3:29])([CH3:30])[CH3:31])=[O:26])[CH2:23][CH2:24]3)=[CH:17][CH:18]=2)[C:10]([NH:32][C@H:33]([C:38]([OH:40])=[O:39])[CH2:34][CH:35]([CH3:36])[CH3:37])=[N:9]1)=[O:7])([CH3:2])([CH3:4])[CH3:3]. Procedure: To 4-methoxybenzyl N-(1-(tert-butoxycarbonyl)4-{4-[4-(tert-butoxycarbonyl)piperazin-1-yl]phenyl}-1H-pyrazol-3-yl)leucinate (1.14 g, 1.68 mmol) in EtOH (30 mL) was added the catalyst palladium on carbon (10%, 500 mg) and the reaction was stirred under a hydrogen atmosphere overnight. After degassing with nitrogen, CH2Cl2 was added and the reaction mixture was filtered on celite, washed with EtOH, concentrated in vacuo and purified by flash chromatography over silica gel (AcOH/EtOAc/Hex, 1/49/50) ... Starting materials: [Si](C)(C)(C(C)(C)C)O[C@H]1C[C@H](C[C@@H]([C@H]1O[Si](C)(C)C(C)(C)C)C)C1=C(C=NC=C1)N (4-((1S,3S,4R,5S)-3,4-bis(tert-butyldimethylsilyloxy)-5-methylcyclohexyl)pyridin-3-amine), BrC1=C(C=CC(=N1)C(=O)O)F (6-bromo-5-fluoropicolinic acid). The solvent is CCOC(=O)C (EtOAc). Yields the product [Si](C)(C)(C(C)(C)C)O[C@H]1C[C@H](C[C@@H]([C@H]1O[Si](C)(C)C(C)(C)C)C)C1=C(C=NC=C1)NC(C1=NC(=C(C=C1)F)Br)=O (N-(4-((1S,3S,4R,5S)-3,4-bis(tert-butyldimethylsilyloxy)-5-methylcyclohexyl)pyridin-3-yl)-6-bromo-5-fluoropicolinamide). RXN SMILES: [Si:1]([O:8][C@@H:9]1[C@H:14]([O:15][Si:16]([C:19]([CH3:22])([CH3:21])[CH3:20])([CH3:18])[CH3:17])[C@@H:13]([CH3:23])[CH2:12][C@H:11]([C:24]2[CH:29]=[CH:28][N:27]=[CH:26][C:25]=2[NH2:30])[CH2:10]1)([C:4]([CH3:7])([CH3:6])[CH3:5])([CH3:3])[CH3:2].[Br:31][C:32]1[N:37]=[C:36]([C:38](O)=[O:39])[CH:35]=[CH:34][C:33]=1[F:41]>CCOC(C)=O>[Si:1]([O:8][C@@H:9]1[C@H:14]([O:15][Si:16]([C:19]([CH3:21])([CH3:22])[CH3:20])([CH3:18])[CH3:17])[C@@H:13]([CH3:23])[CH2:12][C@H:11]([C:24]2[CH:29]=[CH:28][N:27]=[CH:26][C:25]=2[NH:30][C:38](=[O:39])[C:36]2[CH:35]=[CH:34][C:33]([F:41])=[C:32]([Br:31])[N:37]=2)[CH2:10]1)([C:4]([CH3:5])([CH3:6])[CH3:7])([CH3:3])[CH3:2]. Procedure: Following Method 9, 4-((1S,3S,4R,5S)-3,4-bis(tert-butyldimethylsilyloxy)-5-methylcyclohexyl)pyridin-3-amine and 6-bromo-5-fluoropicolinic acid were coupled and following addition of EtOAc and washing with H2O, NaCl(sat.) and drying over MgSO4, N-(4-((1S,3S,4R,5S)-3,4-bis(tert-butyldimethylsilyloxy)-5-methylcyclohexyl)pyridin-3-yl)-6-bromo-5-fluoropicolinamide was obtained. LCMS (m/z): 652.5, 652.4 (MH+); LC Rt=5.83 min. The reactants are CN(C)C(=O)C(C)(C)C, CCOC(C)=O, Cc1ccccc1, Nc1ccc(Cl)nn1, O=P(Cl)(Cl)Cl. Product: CN(C)C(=Nc1ccc(Cl)nn1)C(C)(C)C. Reaction SMILES: [CH3:1][N:2]([C:3]([C:4]([CH3:5])([CH3:6])[CH3:7])=[O:8])[CH3:9].[CH3:23][CH2:24][O:25][C:26](=[O:27])[CH3:28].[CH3:29][c:30]1[cH:31][cH:32][cH:33][cH:34][cH:35]1.[NH2:15][c:16]1[n:17][n:18][c:19]([Cl:22])[cH:20][cH:21]1.[P:10]([Cl:11])([Cl:12])([Cl:13])=[O:14]>>[CH3:1][N:2]([C:3]([C:4]([CH3:5])([CH3:6])[CH3:7])=[N:15][c:16]1[n:17][n:18][c:19]([Cl:22])[cH:20][cH:21]1)[CH3:9].